Dataset: the Open Reaction Database (ORD), a public repository of structured organic reaction records. Task: describe an organic reaction: reactants, conditions, products, and yield Reaction conditions: time 2 hour. Reactants: C1(CC(C(CC1)C(C)C)S)C (p-Menthane-3-thiol), CI (methyl iodide), [O-]CC.[Na+] (sodium ethoxide). As a reaction SMILES: [CH:1]1([CH3:11])[CH2:6][CH2:5][CH:4]([CH:7]([CH3:9])[CH3:8])[CH:3]([SH:10])[CH2:2]1.CI.[O-][CH2:15]C.[Na+]>C(O)C>[CH3:15][S:10][CH:3]1[CH:4]([CH:7]([CH3:8])[CH3:9])[CH2:5][CH2:6][CH:1]([CH3:11])[CH2:2]1 |f:2.3|. Product: CSC1CC(CCC1C(C)C)C (p-menth-3-yl methyl sulphide). Procedure details: p-Menthane-3-thiol (3.5 g., 20 mmole), methyl iodide (3.5 g., 25 mmole) and sodium ethoxide in ethanol (25 ml. of 0.8 M solution) were mixed together and stirred at room temperature for 21/2 hours. The ethanol was then removed and water was added to the residue, which was extracted with ether. The ether extracts were dried (MgSO4) and the solvent was removed. The residue was eluted with 40/60 petroleum ether down a silica column and the product was distilled to give p-menth-3-yl methyl sulphide ... The solvent is C(C)O (ethanol).